The task is: describe an organic reaction: reactants, conditions, products, and yield. This data is from the Open Reaction Database (ORD), a public repository of structured organic reaction records. The reactants are COC1=CC=C(C=C1)C1=NN(C2=CC=C(C=C12)NC(=O)C1=CC=C(C(=O)OC)C=C1)C1OCCCC1 (methyl 4-{N-[3-(4-methoxyphenyl)-1-perhydro-2H-pyran-2-yl-1H-indazol-5-yl]carbamoyl}benzoate), C([O-])(O)=O.[Na+] (sodium bicarbonate). Run in O1CCCC1 (tetrahydrofuran), Cl (HCl). Reaction conditions: time 48 hour. Yields the product COC1=CC=C(C=C1)C1=NNC2=CC=C(C=C12)NC(=O)C1=CC=C(C(=O)OC)C=C1 (Methyl 4-{N-[3-(4-methoxyphenyl)-1H-indazol-5-yl]carbamoyl}benzoate). Isolated yield 100.9%. Reaction SMILES: [CH3:1][O:2][C:3]1[CH:8]=[CH:7][C:6]([C:9]2[C:17]3[C:12](=[CH:13][CH:14]=[C:15]([NH:18][C:19]([C:21]4[CH:30]=[CH:29][C:24]([C:25]([O:27][CH3:28])=[O:26])=[CH:23][CH:22]=4)=[O:20])[CH:16]=3)[N:11](C3CCCCO3)[N:10]=2)=[CH:5][CH:4]=1.C(=O)(O)[O-].[Na+]>O1CCCC1.Cl>[CH3:1][O:2][C:3]1[CH:4]=[CH:5][C:6]([C:9]2[C:17]3[C:12](=[CH:13][CH:14]=[C:15]([NH:18][C:19]([C:21]4[CH:30]=[CH:29][C:24]([C:25]([O:27][CH3:28])=[O:26])=[CH:23][CH:22]=4)=[O:20])[CH:16]=3)[NH:11][N:10]=2)=[CH:7][CH:8]=1 |f:1.2|. Reported procedure: To a solution of methyl 4-{N-[3-(4-methoxyphenyl)-1-perhydro-2H-pyran-2-yl-1H-indazol-5-yl]carbamoyl}benzoate (0.099 g, 0.20 mmol) in anhydrous tetrahydrofuran (5 mL), 6.0N aqueous HCl was added (5 mL). The solution was stirred at room temperature for 48 hours. The reaction mixture was then neutralized with saturated aqueous sodium bicarbonate and the organic layer was extracted with ethyl acetate (10 mL, 3 times). The organic layer was dried over Na2SO4 and evaporated to dryness to afford the t... The reactants are BrC1=C(SC2=C1NC(=C2C#N)C(=O)OCC)C (ethyl 3-bromo-6-cyano-2-methyl-4H-thieno[3,2-b]pyrrole-5-carboxylate), CB1OB(OB(O1)C)C (2,4,6-trimethylboroxine), P(=O)([O-])([O-])[O-].[K+].[K+].[K+] (tripotassium phosphate). Reagents/catalysts: [Cu]I (copper(I) iodide), C=1C=CC(=CC1)[P](C=2C=CC=CC2)(C=3C=CC=CC3)[Pd]([P](C=4C=CC=CC4)(C=5C=CC=CC5)C=6C=CC=CC6)([P](C=7C=CC=CC7)(C=8C=CC=CC8)C=9C=CC=CC9)[P](C=1C=CC=CC1)(C=1C=CC=CC1)C=1C=CC=CC1 (tetrakis(triphenylphosphine)palladium). Run in O1CCOCC1 (1,4-dioxane). Reaction conditions: temperature 150 celsius, time 150 minute. Yields the product C(#N)C=1C2=C(NC1C(=O)OCC)C(=C(S2)C)C (Ethyl 6-cyano-2,3-dimethyl-4H-thieno[3,2-b]pyrrole-5-carboxylate). Yield: 82.0%. RXN SMILES: Br[C:2]1[C:6]2[NH:7][C:8]([C:12]([O:14][CH2:15][CH3:16])=[O:13])=[C:9]([C:10]#[N:11])[C:5]=2[S:4][C:3]=1[CH3:17].[CH3:18]B1OB(C)OB(C)O1.P([O-])([O-])([O-])=O.[K+].[K+].[K+]>O1CCOCC1.[Cu]I.C1C=CC([P]([Pd]([P](C2C=CC=CC=2)(C2C=CC=CC=2)C2C=CC=CC=2)([P](C2C=CC=CC=2)(C2C=CC=CC=2)C2C=CC=CC=2)[P](C2C=CC=CC=2)(C2C=CC=CC=2)C2C=CC=CC=2)(C2C=CC=CC=2)C2C=CC=CC=2)=CC=1>[C:10]([C:9]1[C:5]2[S:4][C:3]([CH3:17])=[C:2]([CH3:18])[C:6]=2[NH:7][C:8]=1[C:12]([O:14][CH2:15][CH3:16])=[O:13])#[N:11] |f:2.3.4.5,^1:46,48,67,86|. Procedure: To a solution of ethyl 3-bromo-6-cyano-2-methyl-4H-thieno[3,2-b]pyrrole-5-carboxylate (0.2 g) in 1,4-dioxane (4.0 mL) were added 2,4,6-trimethylboroxine (0.64 g), copper(I) iodide (50 mg), tripotassium phosphate (0.27 g) and tetrakis(triphenylphosphine)palladium (0.22 g), and the mixture was stirred at 150° C. for 150 minutes using microwave reactor. The reaction solution was concentrated under reduced pressure, and the obtained residue was purified by column chromatography on silica gel (eluent...